From a dataset of the Open Reaction Database (ORD), a public repository of structured organic reaction records. describe an organic reaction: reactants, conditions, products, and yield The reactants are CN(C(=O)Cl)c1ccccc1, CCCCCCC, C1CN2CCN1CC2, C1CCOC1, O, CC(C)(C)CC(=O)Nc1ccc(O)nc1. Yields the product CN(C(=O)Oc1ccc(NC(=O)CC(C)(C)C)cn1)c1ccccc1. Reaction SMILES: [CH3:16][N:17]([C:18](=[O:19])[Cl:20])[c:21]1[cH:22][cH:23][cH:24][cH:25][cH:26]1.[CH3:41][CH2:42][CH2:43][CH2:44][CH2:45][CH2:46][CH3:47].[N:27]12[CH2:28][CH2:29][N:30]([CH2:31][CH2:32]1)[CH2:33][CH2:34]2.[O:36]1[CH2:37][CH2:38][CH2:39][CH2:40]1.[OH2:35].[OH:1][c:2]1[cH:3][cH:4][c:5]([NH:8][C:9]([CH2:10][C:11]([CH3:12])([CH3:13])[CH3:14])=[O:15])[cH:6][n:7]1>>[O:1]([c:2]1[cH:3][cH:4][c:5]([NH:8][C:9]([CH2:10][C:11]([CH3:12])([CH3:13])[CH3:14])=[O:15])[cH:6][n:7]1)[C:18]([N:17]([CH3:16])[c:21]1[cH:22][cH:23][cH:24][cH:25][cH:26]1)=[O:19]. Procedure: The procedure of Example I is repeated using 21.33 g of dibenzylhydroxylamine, 9.73 g of aqueous formaldehyde (37%) solution and 18.54 g of di-n-hexylamine, to afford the title compound. The reactants are C(C1=CC=CC=C1)N(O)CC1=CC=CC=C1 (dibenzylhydroxylamine), C=O (formaldehyde), C(CCCCC)NCCCCCC (di-n-hexylamine). Yields the product C(C1=CC=CC=C1)N(OCN(CCCCCC)CCCCCC)CC1=CC=CC=C1 ([N,N-Dibenzylaminoxymethyl]di-n-hexylamine). Reaction SMILES: [CH2:1]([N:8]([CH2:10][C:11]1[CH:16]=[CH:15][CH:14]=[CH:13][CH:12]=1)[OH:9])[C:2]1[CH:7]=[CH:6][CH:5]=[CH:4][CH:3]=1.[CH2:17]=O.[CH2:19]([NH:25][CH2:26][CH2:27][CH2:28][CH2:29][CH2:30][CH3:31])[CH2:20][CH2:21][CH2:22][CH2:23][CH3:24]>>[CH2:10]([N:8]([CH2:1][C:2]1[CH:3]=[CH:4][CH:5]=[CH:6][CH:7]=1)[O:9][CH2:17][N:25]([CH2:19][CH2:20][CH2:21][CH2:22][CH2:23][CH3:24])[CH2:26][CH2:27][CH2:28][CH2:29][CH2:30][CH3:31])[C:11]1[CH:16]=[CH:15][CH:14]=[CH:13][CH:12]=1. Conditions: time 1 hour. As a reaction SMILES: [C:1]([NH:4][C:5]1[S:6][C:7]([C:11]2[S:15][C:14]([S:16](Cl)(=[O:18])=[O:17])=[CH:13][CH:12]=2)=[C:8]([CH3:10])[N:9]=1)(=[O:3])[CH3:2].[CH3:20][NH:21][CH3:22].CCN(C(C)C)C(C)C>CN(C=O)C>[CH3:20][N:21]([CH3:22])[S:16]([C:14]1[S:15][C:11]([C:7]2[S:6][C:5]([NH:4][C:1](=[O:3])[CH3:2])=[N:9][C:8]=2[CH3:10])=[CH:12][CH:13]=1)(=[O:18])=[O:17]. The reactants are C(C)(=O)NC=1SC(=C(N1)C)C1=CC=C(S1)S(=O)(=O)Cl (5-[2-(acetylamino)-4-methyl-1,3-thiazol-5-yl]thiophene-2-sulfonyl chloride), CNC (Dimethylamine), CCN(C(C)C)C(C)C (DIEA). The product is CN(S(=O)(=O)C1=CC=C(S1)C1=C(N=C(S1)NC(C)=O)C)C (N-(5-{5-[(dimethylamino)sulfonyl]-2-thienyl}-4-methyl-1,3-thiazol-2-yl) acetamide). Procedure: 5-[2-(acetylamino)-4-methyl-1,3-thiazol-5-yl]thiophene-2-sulfonyl chloride, prepared as in Step II of Example 1 (110 mg; 0.33 mmol; 1 eq), is dissolved in DMF (10 ml). Dimethylamine (0.1 ml; 1.65 mmol; 5 eq) and DIEA (0.17 ml; 0.98 mmol; 3 eq) are added. After one hour, the solvents are evaporated to dryness. The crude product is re-dissolved in DCM and washed with NH4Cl saturated solution, water and dried over MgSO4. After evaporation of the solvents, crude material is precipitated in a mixture... Run in CN(C)C=O (DMF). Reactants: ClC1=C(C=C(C(=C1)F)[N+](=O)[O-])N1C(N(C(N(C1=O)C)=O)CC(=O)O)=O (3-(2-chloro-4-fluoro-5-nitrophenyl)-tetrahydro-5-methyl-2,4,6-trioxo-s-triazine-1(2H)-acetic acid), S(O)(O)(=O)=O (sulfuric acid), CC(C)O (2-propanol). The product is ClC1=C(C=C(C(=C1)F)[N+](=O)[O-])N1C(N(C(N(C1=O)C)=O)CC(=O)OC(C)C)=O (Isopropyl 3-(2-chloro-4-fluoro-5-nitrophenyl)tetrahydro-5-methyl-2,4,6-trioxo-s-triazine-1(2H)-acetate). As a reaction SMILES: [Cl:1][C:2]1[CH:7]=[C:6]([F:8])[C:5]([N+:9]([O-:11])=[O:10])=[CH:4][C:3]=1[N:12]1[C:17](=[O:18])[N:16]([CH3:19])[C:15](=[O:20])[N:14]([CH2:21][C:22]([OH:24])=[O:23])[C:13]1=[O:25].S(=O)(=O)(O)O.[CH3:31][CH:32](O)[CH3:33]>>[Cl:1][C:2]1[CH:7]=[C:6]([F:8])[C:5]([N+:9]([O-:11])=[O:10])=[CH:4][C:3]=1[N:12]1[C:17](=[O:18])[N:16]([CH3:19])[C:15](=[O:20])[N:14]([CH2:21][C:22]([O:24][CH:32]([CH3:33])[CH3:31])=[O:23])[C:13]1=[O:25]. Procedure: A solution of 3-(2-chloro-4-fluoro-5-nitrophenyl)-tetrahydro-5-methyl-2,4,6-trioxo-s-triazine-1(2H)-acetic acid (43.6 g, 0.105 mol) and concentrated sulfuric acid (25 mL) in 2-propanol (300 mL) is refluxed for 12 hours, cooled to room temperature and filtered to obtain a solid. The solid is dried to give the title product as an off-white solid which is identified by NMR spectral analyses. The filtrate is partially concentrated in vacuo and poured over ice. The resultant aqueous mixture is extrac... Reactants: O1CCN(CC1)C1=CC=C(C=C1)C=1SC(=CN1)N (2-(4-morpholinophenyl)thiazol-5-amine), C[Al](C)C (trimethylaluminum), N(C(=O)C)\C(=C/C(=O)OC)\C (methyl 3-acetaminocrotonate). The solvent is C(Cl)Cl (CH2Cl2), C(Cl)Cl (CH2Cl2). Reaction conditions: time 1 hour. The product is CC1=NC(=CC(N1C1=CN=C(S1)C1=CC=C(C=C1)N1CCOCC1)=O)C (2,6-dimethyl-3-(2-(4-morpholinophenyl)thiazol-5-yl)pyrimidin-4(3H)-one). The yield is 7.0%. RXN SMILES: [O:1]1[CH2:6][CH2:5][N:4]([C:7]2[CH:12]=[CH:11][C:10]([C:13]3[S:14][C:15]([NH2:18])=[CH:16][N:17]=3)=[CH:9][CH:8]=2)[CH2:3][CH2:2]1.C[Al](C)C.[NH:23](/[C:27](/[CH3:33])=[CH:28]\[C:29](OC)=[O:30])[C:24]([CH3:26])=O>C(Cl)Cl>[CH3:26][C:24]1[N:18]([C:15]2[S:14][C:13]([C:10]3[CH:9]=[CH:8][C:7]([N:4]4[CH2:5][CH2:6][O:1][CH2:2][CH2:3]4)=[CH:12][CH:11]=3)=[N:17][CH:16]=2)[C:29](=[O:30])[CH:28]=[C:27]([CH3:33])[N:23]=1. Procedure: To a solution of 2-(4-morpholinophenyl)thiazol-5-amine (0.20 g, 0.77 mmol) in CH2Cl2 (20 mL) was added trimethylaluminum (2.3 mL, 4.6 mmol, 2 M in toluene) dropwise at rt. The reaction mixture was stirred at rt for 1 h, followed by the addition of a solution of methyl 3-acetaminocrotonate (132 mg, 0.84 mmol) in anhydrous CH2Cl2 (5 mL). The reaction mixture was stirred at rt overnight, then quenched with saturated NH4Cl aqueous solution and extracted with CH2Cl2 (50 mL×3). The combined organic ph...